Dataset: the Open Reaction Database (ORD), a public repository of structured organic reaction records. Task: describe an organic reaction: reactants, conditions, products, and yield The reactants are O=C1CCCc2c(O)cc(Br)cc21, CC(C)(C)OC(=O)CBr, O=C([O-])[O-], CC#N, [Cs+], [Cs+]. Yields the product CC(C)(C)OC(=O)COc1cc(Br)cc2c1CCCC2=O. As a reaction SMILES: [Br:1][c:2]1[cH:3][c:4]([OH:13])[c:5]2[c:10]([cH:11]1)[C:9](=[O:12])[CH2:8][CH2:7][CH2:6]2.[Br:20][CH2:21][C:22](=[O:23])[O:24][C:25]([CH3:26])([CH3:27])[CH3:28].[C:14](=[O:15])([O-:16])[O-:17].[CH3:29][C:30]#[N:31].[Cs+:18].[Cs+:19]>>[Br:1][c:2]1[cH:3][c:4]([O:13][CH2:21][C:22](=[O:23])[O:24][C:25]([CH3:26])([CH3:27])[CH3:28])[c:5]2[c:10]([cH:11]1)[C:9](=[O:12])[CH2:8][CH2:7][CH2:6]2. The reactants are COC(C1=CC(=C(C=C1)C)Br)=O (3-bromo-4-methyl-benzoic acid methyl ester), C(#N)C=1C=CC(=C(C1)C1=CC=C(C=C1)NC(C1=C(C=CC=C1F)F)=O)C (N-(5′-cyano-2′-methyl-biphenyl-4-yl)-2,6-difluoro-benzamide), [N-]=[N+]=[N-].[Na+] (sodium azide), [Cl-].[NH4+] (ammonium chloride), BrC1=C(C=CC(=C1)C#N)C (2-bromo-4-cyano-toluene). Run in CCOC(=O)C (EtOAc), CN(C)C=O (DMF). Reaction conditions: temperature 120 celsius. Yields the product C(#N)C=1C=CC(=C(C1)C1=CC=C(C=C1)NC(C1=C(C=CC=C1F)F)=O)C (N-(5′-cyano-2′-methyl-biphenyl-4-yl)-2,6-difluoro-benzamide), FC1=C(C(=O)NC2=CC=C(C=C2)C2=C(C=CC(=C2)C2=NN=NN2)C)C(=CC=C1)F (2,6-difluro-N-[2′-methyl-5′-(1H-tetrazol-5-yl)-biphenyl-4-yl]-benzamide). Yield: 159.9%. As a reaction SMILES: COC(=O)C1C=CC(C)=C(Br)C=1.BrC1C=C(C#N)C=CC=1C.[C:23]([C:25]1[CH:26]=[CH:27][C:28]([CH3:48])=[C:29]([C:31]2[CH:36]=[CH:35][C:34]([NH:37][C:38](=[O:47])[C:39]3[C:44]([F:45])=[CH:43][CH:42]=[CH:41][C:40]=3[F:46])=[CH:33][CH:32]=2)[CH:30]=1)#[N:24].[N-:49]=[N+:50]=[N-:51].[Na+].[Cl-].[NH4+]>CN(C=O)C.CCOC(C)=O>[C:23]([C:25]1[CH:26]=[CH:27][C:28]([CH3:48])=[C:29]([C:31]2[CH:32]=[CH:33][C:34]([NH:37][C:38](=[O:47])[C:39]3[C:40]([F:46])=[CH:41][CH:42]=[CH:43][C:44]=3[F:45])=[CH:35][CH:36]=2)[CH:30]=1)#[N:24].[F:46][C:40]1[CH:41]=[CH:42][CH:43]=[C:44]([F:45])[C:39]=1[C:38]([NH:37][C:34]1[CH:33]=[CH:32][C:31]([C:29]2[CH:30]=[C:25]([C:23]3[NH:51][N:50]=[N:49][N:24]=3)[CH:26]=[CH:27][C:28]=2[CH3:48])=[CH:36][CH:35]=1)=[O:47] |f:3.4,5.6|. Procedure: N-(5′-cyano-2′-methyl-biphenyl-4-yl)-2,6-difluoro-benzamide (Compound A) was prepared by an analogous method as Compound 1 except that 3-bromo-4-methyl-benzoic acid methyl ester was replaced with 2-bromo-4-cyano-toluene. A mixture of Compound A (348 mg 1 mmol), sodium azide (78 mg 1.2 mmol), and ammonium chloride (65 mg, 1.2 mmol) in DMF (5 ml) was stirred and heated at 120° C. for 10 hr. After cooling the reaction mixture to room temperature, EtOAc (200 ml) was added, and the mixture was washed... Reactants: CN1N(CC(C1)NC1=CC=CC=C1)C (1,2-dimethyl-4-anilinopyrazolidine), ClC1=CC=C(C(=O)Cl)C=C1 (p-chlorobenzoyl chloride). The solvent is C(Cl)(Cl)Cl (chloroform). Yields the product ClC1=CC=C(C(=O)N(C2CN(N(C2)C)C)C2=CC=CC=C2)C=C1 (4-Chloro-N-phenyl-N-(1,2-dimethyl-4-pyrazolidinyl)benzamide). Reaction SMILES: [CH3:1][N:2]1[CH2:6][CH:5]([NH:7][C:8]2[CH:13]=[CH:12][CH:11]=[CH:10][CH:9]=2)[CH2:4][N:3]1[CH3:14].[Cl:15][C:16]1[CH:24]=[CH:23][C:19]([C:20](Cl)=[O:21])=[CH:18][CH:17]=1>C(Cl)(Cl)Cl>[Cl:15][C:16]1[CH:24]=[CH:23][C:19]([C:20]([N:7]([C:8]2[CH:9]=[CH:10][CH:11]=[CH:12][CH:13]=2)[CH:5]2[CH2:6][N:2]([CH3:1])[N:3]([CH3:14])[CH2:4]2)=[O:21])=[CH:18][CH:17]=1. Procedure details: To a solution of 10 g. (0.0525 mole) of 1,2-dimethyl-4-anilinopyrazolidine in 50 ml. of chloroform was added with stirring 9.15 g. (0.0525 mole) of p-chlorobenzoyl chloride with the temperature not exceeding 50° C. On completion of addition the solution was refluxed for one hour, cooled to room temperature and extracted with dilute sodium hydroxide. The chloroform layer was dried over sodium sulfate and concentrated at reduced pressure to give an oil which crystallized upon cooling. The solid wa...